From a dataset of the Open Reaction Database (ORD), a public repository of structured organic reaction records. describe an organic reaction: reactants, conditions, products, and yield Starting materials: COC=1C(=NC=CN1)NCC1CCNCC1 (4-[(3-methoxy-pyrazin-2-ylamino)-methyl]-piperidine), ON1N=NC2=C1C=CC=C2 (1-hydroxybenzotriazole), Cl.C(C)N=C=NCCCN(C)C (1-ethyl-3-(3-dimethylaminopropyl)carbodiimide hydrochloride), CN(C)C=O (DMF). The solvent is C(C)(=O)OCC (ethyl acetate). Conditions: time 18 hour. Yields the product COC=1C(=NC=CN1)NCC1CCN(CC1)C(=O)[C@H]1[C@@H](C1)C1=CC=CC=C1 ({4-[(3-Methoxy-pyrazin-2-ylamino)-methyl]-piperidin-1-yl}-((1R,2R)-2-phenyl-cyclopropyl)-methanone). RXN SMILES: [CH3:1][O:2][C:3]1[C:4]([NH:9][CH2:10][CH:11]2[CH2:16][CH2:15][NH:14][CH2:13][CH2:12]2)=[N:5][CH:6]=[CH:7][N:8]=1.ON1[C:22]2[CH:23]=[CH:24][CH:25]=[CH:26][C:21]=2N=N1.Cl.C(N=C=N[CH2:33][CH2:34][CH2:35]N(C)C)C.CN([CH:42]=[O:43])C>C(OCC)(=O)C>[CH3:1][O:2][C:3]1[C:4]([NH:9][CH2:10][CH:11]2[CH2:16][CH2:15][N:14]([C:42]([C@@H:35]3[CH2:34][C@H:33]3[C:21]3[CH:26]=[CH:25][CH:24]=[CH:23][CH:22]=3)=[O:43])[CH2:13][CH2:12]2)=[N:5][CH:6]=[CH:7][N:8]=1 |f:2.3|. Procedure: A mixture of 4-[(3-methoxy-pyrazin-2-ylamino)-methyl]-piperidine (0.093 g, 0.00042 mol), 1-hydroxybenzotriazole (0.078 g, 0.0005 mol), 1-ethyl-3-(3-dimethylaminopropyl)carbodiimide hydrochloride (0.097 g, 0.0005 mole) and (1R,2R)-2-phenylcyclopropropanecarboxylic acid (T. Riley et al., J. Med. Chem., 15, 1187, 1972) (0.072 g, 0.00044 mol) in DMF (2 mL) were stirred at rt for 18 h. The reaction was diluted with ethyl acetate (30 mL), washed with 10% aqueous sodium bicarbonate (20 mL) followed by ... Starting materials: ClC=1C=C(C=CC1Cl)CCCNC(\C=C\1/OC(OC1=O)(C)C)=O ((Z)—N-(3-(3,4-dichlorophenyl)propyl)-2-(2,2-dimethyl-5-oxo-1,3-dioxolan-4-ylidene)acetamide), ClC=1C=C(C=CC1Cl)/C=C/CCN ((E)-4-(3,4-dichlorophenyl)but-3-en-1-amine). Product: ClC=1C=C(C=CC1Cl)/C=C/CCNC(\C=C\1/OC(OC1=O)(C)C)=O ((Z)—N-((E)-4-(3,4-dichlorophenyl)but-3-enyl)-2-(2,2-dimethyl-5-oxo-1,3-dioxolan-4-ylidene)acetamide). The yield is 54.0%. Reaction SMILES: [Cl:1][C:2]1[CH:3]=[C:4]([CH2:9][CH2:10][CH2:11][NH:12][C:13](=[O:23])/[CH:14]=[C:15]2\[O:16][C:17]([CH3:22])([CH3:21])[O:18][C:19]\2=[O:20])[CH:5]=[CH:6][C:7]=1[Cl:8].Cl[C:25]1C=C(/C=C/CCN)C=CC=1Cl>>[Cl:8][C:7]1[CH:6]=[C:5](/[CH:4]=[CH:9]/[CH2:10][CH2:11][NH:12][C:13](=[O:23])/[CH:14]=[C:15]2\[O:16][C:17]([CH3:21])([CH3:22])[O:18][C:19]\2=[O:20])[CH:25]=[CH:3][C:2]=1[Cl:1]. Reported procedure: By appropriate application of method used to synthesize Intermediate 5, Intermediate 6 (41 mg, 0.19 mmol) was converted to Example 143 A (38 mg, 0.10 mmol, 54% yield). HPLC/MS (Method D) RT=1.06 min, [M+H]+ 370. The reactants are BrCC(=O)OC(C)(C)C (tert-butyl bromoacetate), C1CCOC1 (THF), C1CCOC1 (THF), [Li+].CC(C)[N-]C(C)C (LDA), C1CCOC1 (THF), [Cl-].[NH4+] (ammonium chloride), CN(C)P(=O)(N(C)C)N(C)C (HMPA). Reaction conditions: temperature -78 celsius, time 30 minute. The product is C1(=CC=CC=C1)CCCC(=O)O (4-phenyl-butyric acid). Reaction SMILES: [Li+].[CH3:2][CH:3]([N-]C(C)C)[CH3:4].BrCC(O[C:14]([CH3:17])([CH3:16])[CH3:15])=O.CN(P(N(C)C)(N(C)C)=[O:22])C.[Cl-].[NH4+].[CH2:31]1[CH2:35][O:34]C[CH2:32]1>>[C:14]1([CH2:15][CH2:32][CH2:31][C:35]([OH:34])=[O:22])[CH:16]=[CH:4][CH:3]=[CH:2][CH:17]=1 |f:0.1,4.5|. Procedure: A solution of 4-phenyl-butyric acid methyl ester (compound of example 47) (5 g, 28.05 mmol) in anhydrous THF (200 mL) was prepared and cooled to −78° C. To this solution was added by cannula a freshly prepared solution of LDA (28.05 mmol, ca. 1M) in anhydrous THF. The reaction mixture was stirred for 30 minutes, then treated drop wise with a cooled solution of tert-butyl bromoacetate (4.6 mL, 30.86 mmol) in anhydrous THF (30 mL). HMPA (1.2 mL) was added and stirring was continued at −78° C. for ... The reactants are CCN=C=NCCCN(C)C, COc1cc(C(=O)O)cc2c1OC(C)(C)C2, Cn1ccc(N)n1, ClCCl, On1nnc2ccccc21. Yields the product COc1cc(C(=O)Nc2ccn(C)n2)cc2c1OC(C)(C)C2. As a reaction SMILES: [CH3:17][CH2:18][N:19]=[C:20]=[N:21][CH2:22][CH2:23][CH2:24][N:25]([CH3:26])[CH3:27].[CH3:1][O:2][c:3]1[cH:4][c:5]([C:14](=[O:15])[OH:16])[cH:6][c:7]2[c:11]1[O:10][C:9]([CH3:12])([CH3:13])[CH2:8]2.[CH3:38][n:39]1[n:40][c:41]([NH2:44])[cH:42][cH:43]1.[Cl:45][CH2:46][Cl:47].[OH:28][n:29]1[c:30]2[c:31]([cH:32][cH:33][cH:34][cH:35]2)[n:36][n:37]1>>[CH3:1][O:2][c:3]1[cH:4][c:5]([C:14](=[O:16])[NH:44][c:41]2[n:40][n:39]([CH3:38])[cH:43][cH:42]2)[cH:6][c:7]2[c:11]1[O:10][C:9]([CH3:12])([CH3:13])[CH2:8]2. The reactants are NC1=CC=NC=C1 (4-aminopyridine), FC1=CC=C(CN2C=CC3=CC=CC=C23)C=C1 (1-(4-fluorobenzyl)indole), C(C(=O)Cl)(=O)Cl (oxalyl chloride). The solvent is C1CCOC1 (THF), CCOCC (ether), CCOCC (ether). Conditions: temperature -5 celsius, time 8 hour. Yields the product N1=CC=C(C=C1)NC(C(=O)C1=CN(C2=CC=CC=C12)CC1=CC=C(C=C1)F)=O (N-(pyridin-4-yl)-[1-(4-fluorobenzyl)indol-3-yl]glyoxylamide). Reaction SMILES: [F:1][C:2]1[CH:17]=[CH:16][C:5]([CH2:6][N:7]2[C:15]3[C:10](=[CH:11][CH:12]=[CH:13][CH:14]=3)[CH:9]=[CH:8]2)=[CH:4][CH:3]=1.[C:18](Cl)(=[O:22])[C:19](Cl)=[O:20].[NH2:24][C:25]1[CH:30]=[CH:29][N:28]=[CH:27][CH:26]=1>CCOCC.C1COCC1>[N:28]1[CH:29]=[CH:30][C:25]([NH:24][C:18](=[O:22])[C:19]([C:9]2[C:10]3[C:15](=[CH:14][CH:13]=[CH:12][CH:11]=3)[N:7]([CH2:6][C:5]3[CH:4]=[CH:3][C:2]([F:1])=[CH:17][CH:16]=3)[CH:8]=2)=[O:20])=[CH:26][CH:27]=1. Procedure details: A solution of 4.75 g (21.1 mmol) of 1-(4-fluorobenzyl)indole in 25 ml of ether is added dropwise at 0° C. and under N2 to a solution of 2.25 ml of oxalyl chloride in 25 ml of ether. The mixture is refluxed for 2 hours and the solvent is then evaporated. 50 ml of tetrahydrofuran were [sic] then added to the residue, and the solution is cooled to -5° C. and treated dropwise with a solution of 4.66 g (49.5 mmol) of 4-aminopyridine in 200 ml of THF. The mixture is refluxed for 3 hours and allowed to... The reactants are BrCC=1C(=CC=CC1)CBr (α,α'-dibromoxylene), C1(C=2C(C(N1)=O)=CC=CC2)=O.[K] (potassium phthalimide), CN(C=O)C (N,N-dimethylformamide), Cl (hydrochloric acid). Yields the product NCC=1C(=CC=CC1)CN (α,α'-Diamino-ortho-xylene). As a reaction SMILES: BrCC1C(CBr)=CC=CC=1.[C:11]1(=O)[NH:15][C:14](=O)[C:13]2=[CH:17][CH:18]=[CH:19][CH:20]=[C:12]12.[K].Cl.C[N:25](C)C=O>>[NH2:15][CH2:11][C:12]1[C:13]([CH2:14][NH2:25])=[CH:17][CH:18]=[CH:19][CH:20]=1 |f:1.2,^1:21|. Procedure: 12.3 g of α,α'-dibromoxylene and 17.3 g of potassium phthalimide are stirred in 390 ml of N,N-dimethylformamide at a bath temperature of 150° C. for 2.4 hours. After cooling the resulting intermediate is filtered off under suction, washed with ethyl acetate, dried and then reacted in 200 ml of ethanol with 4.6 ml of hydrazine hydrate under reflux. After cooling the resulting suspension is treated with 50 ml of 25% hydrochloric acid, filtered and concentrated to 1/3 of its volume. After repeated ...